Dataset: the Open Reaction Database (ORD), a public repository of structured organic reaction records. Task: describe an organic reaction: reactants, conditions, products, and yield Starting materials: C(C)(C)(C)OC(N[C@@H](C(=O)N1CC(C1)C#N)C1CC1)=O ([(R)-2-(3-cyano-azetidin-1-yl)-1-cyclopropyl-2-oxo-ethyl]-carbamic acid tert-butyl ester), FC(C(=O)O)(F)F (trifluoroacetic acid). Solvent: ClCCl (dichloromethane). Conditions: time 2.5 hour. The product is FC(C(=O)O)(F)F.N[C@@H](C(=O)N1CC(C1)C#N)C1CC1 (1-((R)-2-amino-2-cyclopropyl-acetyl)-azetidine-3-carbonitrile trifluoroacetate). RXN SMILES: C(OC(=O)[NH:7][C@H:8]([CH:17]1[CH2:19][CH2:18]1)[C:9]([N:11]1[CH2:14][CH:13]([C:15]#[N:16])[CH2:12]1)=[O:10])(C)(C)C.[F:21][C:22]([F:27])([F:26])[C:23]([OH:25])=[O:24]>ClCCl>[F:21][C:22]([F:27])([F:26])[C:23]([OH:25])=[O:24].[NH2:7][C@H:8]([CH:17]1[CH2:19][CH2:18]1)[C:9]([N:11]1[CH2:12][CH:13]([C:15]#[N:16])[CH2:14]1)=[O:10] |f:3.4|. Procedure: To a solution of [(R)-2-(3-cyano-azetidin-1-yl)-1-cyclopropyl-2-oxo-ethyl]-carbamic acid tert-butyl ester (190 mg, 0.69 mmol) in dichloromethane (4 ml) was added trifluoroacetic acid (1.8 ml, 23.4 mmol). The reaction mixture was stirred at room temperature for 2.5 h then concentrated to afford 1-((R)-2-amino-2-cyclopropyl-acetyl)-azetidine-3-carbonitrile trifluoroacetate as a light yellow oil which was used without further purification.